Dataset: the Open Reaction Database (ORD), a public repository of structured organic reaction records. Task: describe an organic reaction: reactants, conditions, products, and yield Starting materials: [H-].[K+] (potassium hydride), C1(=CC=CC=C1)S (thiophenol), CN(C)C[C@@H]1CCCC[C@]1(C2=CC(=CC=C2)OC)O ((-)-tramadol), base. Run in C(COCCO)O (diethylene glycol), C(COCCO)O (Diethylene glycol), C(COCCO)O (diethylene glycol). Product: CN(C)C[C@H]1CCCC[C@@]1(C=2C=CC=C(C2)O)O (O-desmethyl tramadol), title compound. As a reaction SMILES: [H-].[K+].C1(S)C=CC=CC=1.[CH3:10][N:11]([CH2:13][C@H:14]1[C@:19]([OH:28])([C:20]2[CH:25]=[CH:24][CH:23]=[C:22]([O:26]C)[CH:21]=2)[CH2:18][CH2:17][CH2:16][CH2:15]1)[CH3:12]>C(O)COCCO>[CH3:12][N:11]([CH2:13][C@@H:14]1[C@@:19]([OH:28])([C:20]2[CH:25]=[CH:24][CH:23]=[C:22]([OH:26])[CH:21]=2)[CH2:18][CH2:17][CH2:16][CH2:15]1)[CH3:10] |f:0.1|. Procedure: First, O-desmethyl tramadol was prepared as set forth hereinafter. Diethylene glycol (125 mL) was added with cooling to potassium hydride (9.5 g) with the temperature being maintained at <50° C. To the solution was added thiophenol (10 mL) dissolved in diethylene glycol (25 mL), and then (-)-tramadol as the free base (9.3 g) in diethylene glycol (50 mL) was added. The final reaction mixture was heated slowly to reflux for 45 minutes. The mixture was cooled and quenched with water. The pH was adj... The reactants are N1=C(C=CC2=CC=CC=C12)CSC1=CC=C(OCC2=CC=C(C(=O)O)C=C2)C=C1 (4-(4-(2-quinolinylmethylthio)phenoxymethyl)benzoic acid), ClC1=CC(=CC=C1)C(=O)OO (m-chloroperbenzoic acid), C(O)([O-])=O.[K+] (potassium hydrogen carbonate). Run in ClC=CCl (dichloroethene). The product is N1=C(C=CC2=CC=CC=C12)CS(=O)C1=CC=C(OCC2=CC=C(C(=O)O)C=C2)C=C1 (4-(4-(2-quinolinylmethylsulfinyl)phenoxymethyl)benzoic acid). RXN SMILES: [N:1]1[C:10]2[C:5](=[CH:6][CH:7]=[CH:8][CH:9]=2)[CH:4]=[CH:3][C:2]=1[CH2:11][S:12][C:13]1[CH:29]=[CH:28][C:16]([O:17][CH2:18][C:19]2[CH:27]=[CH:26][C:22]([C:23]([OH:25])=[O:24])=[CH:21][CH:20]=2)=[CH:15][CH:14]=1.ClC1C=CC=C(C(OO)=[O:38])C=1.C(=O)([O-])O.[K+]>ClC=CCl>[N:1]1[C:10]2[C:5](=[CH:6][CH:7]=[CH:8][CH:9]=2)[CH:4]=[CH:3][C:2]=1[CH2:11][S:12]([C:13]1[CH:29]=[CH:28][C:16]([O:17][CH2:18][C:19]2[CH:20]=[CH:21][C:22]([C:23]([OH:25])=[O:24])=[CH:26][CH:27]=2)=[CH:15][CH:14]=1)=[O:38] |f:2.3|. Reported procedure: 4-(4-(2-quinolinylmethylthio)phenoxymethyl)benzoic acid (4 mmol) in dichloroethene (50 ml) is stirred with m-chloroperbenzoic acid (4 mmol) and solid potassium hydrogen carbonate (1.0 g). The reaction is assayed by TLC and upon consumption of the starting thio compound, the mixture is filtered, washed with dilute aqueous sodium bisulfite, dried and evaporated to give 4-(4-(2-quinolinylmethylsulfinyl)phenoxymethyl)benzoic acid.